From a dataset of the Open Reaction Database (ORD), a public repository of structured organic reaction records. describe an organic reaction: reactants, conditions, products, and yield As a reaction SMILES: [CH2:1]([c:2]1[cH:3][cH:4][cH:5][cH:6][cH:7]1)[O:8][C:9]([CH2:10][CH2:11][CH:12]([C:13](=[O:14])[OH:15])[N:16]1[C:17](=[O:26])[c:18]2[cH:19][cH:20][cH:21][cH:22][c:23]2[C:24]1=[O:25])=[O:27].[CH2:28]([c:29]1[cH:30][cH:31][cH:32][cH:33][cH:34]1)[O:35][C:36](=[O:37])[N:38]1[NH:39][CH:40]([C:44]([NH:45][CH2:46][CH2:47][c:48]2[cH:49][cH:50][cH:51][cH:52][cH:53]2)=[O:54])[CH2:41][CH2:42][CH2:43]1.[CH2:62]1[O:63][CH2:64][CH2:65][CH2:66]1.[CH3:55][N:56]1[CH2:57][CH2:58][O:59][CH2:60][CH2:61]1>>[CH2:1]([c:2]1[cH:3][cH:4][cH:5][cH:6][cH:7]1)[O:8][C:9]([CH2:10][CH2:11][CH:12]([C:13](=[O:14])[N:39]1[N:38]([C:36]([O:35][CH2:28][c:29]2[cH:30][cH:31][cH:32][cH:33][cH:34]2)=[O:37])[CH2:43][CH2:42][CH2:41][CH:40]1[C:44]([NH:45][CH2:46][CH2:47][c:48]1[cH:49][cH:50][cH:51][cH:52][cH:53]1)=[O:54])[N:16]1[C:17](=[O:26])[c:18]2[cH:19][cH:20][cH:21][cH:22][c:23]2[C:24]1=[O:25])=[O:27]. Reactants: O=C(CCC(C(=O)O)N1C(=O)c2ccccc2C1=O)OCc1ccccc1, O=C(NCCc1ccccc1)C1CCCN(C(=O)OCc2ccccc2)N1, C1CCOC1, CN1CCOCC1. Product: O=C(CCC(C(=O)N1C(C(=O)NCCc2ccccc2)CCCN1C(=O)OCc1ccccc1)N1C(=O)c2ccccc2C1=O)OCc1ccccc1. Reactants: C[Mg+].[Br-] (MeMgBr), CON(C(=O)C=1C=C2C=CC=NC2=CC1)C (N-methoxy-N-methylquinoline-6-carboxamide), C1CCOC1 (THF), Cl (HCl), C[Mg]Br (Methylmagnesium bromide). Conditions: time 3 hour. The product is N1=CC=CC2=CC(=CC=C12)C(C)=O (1-(quinolin-6-yl)ethanone). Isolated yield 86.5%. Reaction SMILES: CON(C)[C:4]([C:6]1[CH:7]=[C:8]2[C:13](=[CH:14][CH:15]=1)[N:12]=[CH:11][CH:10]=[CH:9]2)=[O:5].[CH2:17]1COCC1.C[Mg]Br.Cl>>[N:12]1[C:13]2[C:8](=[CH:7][C:6]([C:4](=[O:5])[CH3:17])=[CH:15][CH:14]=2)[CH:9]=[CH:10][CH:11]=1. Reported procedure: A 250 mL RB flask was charged with N-methoxy-N-methylquinoline-6-carboxamide (5.943 g, 27.5 mmol) and THF (100 ml, 1220 mmol), then cooled to 0 C. Methylmagnesium bromide (18.3 ml, 55.0 mmol) was added dropwise and the mixture was allowed to warm to room temperature and stirred for 3 hours. The reaction was not quite complete, so additional MeMgBr (3 mL) was added and the mixture was stirred overnight. The mixture was then neutralized using 2N HCl and the aqueous layer was extracted with DCM (20... The reactants are Cc1cnc(NCCN2CCNC2=O)nc1-c1ccc(Br)s1, COC, CO, ClCCl, [Na+], [Na+], O=C([O-])[O-], c1ccc(P(c2ccccc2)(c2ccccc2)[Pd](P(c2ccccc2)(c2ccccc2)c2ccccc2)(P(c2ccccc2)(c2ccccc2)c2ccccc2)P(c2ccccc2)(c2ccccc2)c2ccccc2)cc1, OB(O)c1cccs1. Reaction SMILES: [Br:1][c:2]1[cH:3][cH:4][c:5](-[c:7]2[n:8][c:9]([NH:14][CH2:15][CH2:16][N:17]3[C:18](=[O:22])[NH:19][CH2:20][CH2:21]3)[n:10][cH:11][c:12]2[CH3:13])[s:6]1.[CH3:37][O:38][CH3:39].[CH3:43][OH:44].[Cl:40][CH2:41][Cl:42].[Na+:31].[Na+:32].[O-:33][C:34](=[O:35])[O-:36].[cH:45]1[cH:46][cH:47][c:48]([P:49]([Pd:50]([P:51]([c:52]2[cH:53][cH:54][cH:55][cH:56][cH:57]2)([c:58]2[cH:59][cH:60][cH:61][cH:62][cH:63]2)[c:64]2[cH:65][cH:66][cH:67][cH:68][cH:69]2)([P:70]([c:71]2[cH:72][cH:73][cH:74][cH:75][cH:76]2)([c:77]2[cH:78][cH:79][cH:80][cH:81][cH:82]2)[c:83]2[cH:84][cH:85][cH:86][cH:87][cH:88]2)[P:89]([c:90]2[cH:91][cH:92][cH:93][cH:94][cH:95]2)([c:96]2[cH:97][cH:98][cH:99][cH:100][cH:101]2)[c:102]2[cH:103][cH:104][cH:105][cH:106][cH:107]2)([c:108]2[cH:109][cH:110][cH:111][cH:112][cH:113]2)[c:114]2[cH:115][cH:116][cH:117][cH:118][cH:119]2)[cH:120][cH:121]1.[s:23]1[c:24]([B:28]([OH:29])[OH:30])[cH:25][cH:26][cH:27]1>>[c:2]1(-[c:24]2[s:23][cH:27][cH:26][cH:25]2)[cH:3][cH:4][c:5](-[c:7]2[n:8][c:9]([NH:14][CH2:15][CH2:16][N:17]3[C:18](=[O:22])[NH:19][CH2:20][CH2:21]3)[n:10][cH:11][c:12]2[CH3:13])[s:6]1. Yields the product Cc1cnc(NCCN2CCNC2=O)nc1-c1ccc(-c2cccs2)s1. Reactants: COC(=O)c1ccc2ncn(-c3ccc(SC)cc3)c2c1, O=C(OO)c1cccc(Cl)c1, ClCCl, [Na+], [Na+], O=S([O-])([O-])=S. Product: COC(=O)c1ccc2ncn(-c3ccc(S(C)=O)cc3)c2c1. Reaction SMILES: [CH3:1][S:2][c:3]1[cH:4][cH:5][c:6](-[n:9]2[cH:10][n:11][c:12]3[c:13]2[cH:14][c:15]([C:18](=[O:19])[O:20][CH3:21])[cH:16][cH:17]3)[cH:7][cH:8]1.[Cl:22][c:23]1[cH:24][cH:25][cH:26][c:27]([C:28]([O:29][OH:31])=[O:30])[cH:32]1.[Cl:40][CH2:41][Cl:42].[Na+:38].[Na+:39].[S:33]([O-:34])([O-:35])(=[O:36])=[S:37]>>[CH3:1][S:2]([c:3]1[cH:4][cH:5][c:6](-[n:9]2[cH:10][n:11][c:12]3[c:13]2[cH:14][c:15]([C:18](=[O:19])[O:20][CH3:21])[cH:16][cH:17]3)[cH:7][cH:8]1)=[O:30]. Reactants: C(C=C)C1(CC1)S(=O)(=O)Cl (1-allyl-cyclopropanesulfonyl chloride), C(C)(=O)OCC (ethyl acetate), TEA, FC1=C(C=2C=COC2C2=C1N(C(N2)=O)C2=C(C=C(C=C2)I)F)F (4,5-difluoro-3-(2-fluoro-4-iodophenyl)-1H-benzofuro[6,7-d]imidazol-2(3H)-one). The reagents and catalysts are CN(C)C=1C=CN=CC1 (DMAP). Solvent: C(Cl)Cl (DCM), CCCCCC (hexane), C(Cl)Cl (DCM). Run at temperature 30 celsius, time 12 hour. Yields the product C(C=C)C1(CC1)S(=O)(=O)[IH]C1=CC(=C(C=C1)N1C(NC2=C1C(=C(C=1C=COC12)F)F)=O)F (I-(1-Allylcyclopropylsulfonyl)-4,5-difluoro-3-(2-fluoro-4-iodophenyl)-1H-benzofuro[6,7-d]imidazol-2(3H)-one). The yield is 46.0%. Reaction SMILES: [F:1][C:2]1[C:10]2[N:11]([C:15]3[CH:20]=[CH:19][C:18]([I:21])=[CH:17][C:16]=3[F:22])[C:12](=[O:14])[NH:13][C:9]=2[C:8]2[O:7][CH:6]=[CH:5][C:4]=2[C:3]=1[F:23].[CH2:24]([C:27]1([S:30](Cl)(=[O:32])=[O:31])[CH2:29][CH2:28]1)[CH:25]=[CH2:26].C(OCC)(=O)C>C(Cl)Cl.CN(C1C=CN=CC=1)C.CCCCCC>[CH2:24]([C:27]1([S:30]([IH:21][C:18]2[CH:19]=[CH:20][C:15]([N:11]3[C:10]4[C:2]([F:1])=[C:3]([F:23])[C:4]5[CH:5]=[CH:6][O:7][C:8]=5[C:9]=4[NH:13][C:12]3=[O:14])=[C:16]([F:22])[CH:17]=2)(=[O:32])=[O:31])[CH2:29][CH2:28]1)[CH:25]=[CH2:26]. Reported procedure: TEA (02611 g, 2.581 mmol) was added to a solution of 4,5-difluoro-3-(2-fluoro-4-iodophenyl)-1H-benzofuro[6,7-d]imidazol-2(3H)-one (I-32a: 0.37 g, 0.8604 mmol) in dry DCM (20 mL) at 0° C. This was followed by the addition of 1-allyl-cyclopropanesulfonyl chloride (0.229 g, 1.89 mmol) and catalytic amount of DMAP (10 mg). The reaction mass was stirred for 12 hours at 20-40° C. The reaction was monitored by TLC (20% ethyl acetate in hexane). The reaction mass was diluted with DCM (50 mL) and partiti... Starting materials: Sc1ccc(Br)cc1, O=C([O-])[O-], CCCOCCCl, [I-], [K+], [K+], [Na+], CN(C)C=O, O. The product is CCCOCCSc1ccc(Br)cc1. RXN SMILES: [Br:1][c:2]1[cH:3][cH:4][c:5]([SH:8])[cH:6][cH:7]1.[C:9](=[O:10])([O-:11])[O-:12].[Cl:17][CH2:18][CH2:19][O:20][CH2:21][CH2:22][CH3:23].[I-:16].[K+:13].[K+:14].[Na+:15].[O:24]=[CH:25][N:26]([CH3:27])[CH3:28].[OH2:29]>>[Br:1][c:2]1[cH:3][cH:4][c:5]([S:8][CH2:18][CH2:19][O:20][CH2:21][CH2:22][CH3:23])[cH:6][cH:7]1.